From a dataset of the Open Reaction Database (ORD), a public repository of structured organic reaction records. describe an organic reaction: reactants, conditions, products, and yield Starting materials: ice water, C([O-])(O)=O.[Na+] (sodium bicarbonate), O.C1(=CC=C(C=C1)S(=O)(=O)O)C (p-Toluenesulfonic acid monohydrate), C(C1=CC=CC=C1)N1CC(C(CC1)=O)C(=O)OCC (ethyl 1-benzyl-4-oxo-3-piperidinecarboxylate), C(CO)O (ethylene glycol), resultant mixture. Solvent: C1(=CC=CC=C1)C (toluene). The product is C(C1=CC=CC=C1)N1CC(C2(CC1)OCCO2)C(=O)OCC (Ethyl 1-benzyl-4,4-ethylenedioxy-3-piperidinecarboxylate). The yield is 66.0%. Reaction SMILES: O.C1(C)C=CC(S(O)(=O)=O)=CC=1.[CH2:13]([N:20]1[CH2:25][CH2:24][C:23](=[O:26])[CH:22]([C:27]([O:29][CH2:30][CH3:31])=[O:28])[CH2:21]1)[C:14]1[CH:19]=[CH:18][CH:17]=[CH:16][CH:15]=1.[CH2:32](O)[CH2:33][OH:34].C(=O)(O)[O-].[Na+]>C1(C)C=CC=CC=1>[CH2:13]([N:20]1[CH2:25][CH2:24][C:23]2([O:34][CH2:33][CH2:32][O:26]2)[CH:22]([C:27]([O:29][CH2:30][CH3:31])=[O:28])[CH2:21]1)[C:14]1[CH:15]=[CH:16][CH:17]=[CH:18][CH:19]=1 |f:0.1,4.5|. Reported procedure: p-Toluenesulfonic acid monohydrate (1.5 g) was added to a solution (600 ml) of ethyl 1-benzyl-4-oxo-3-piperidinecarboxylate (CAS Registry No. 1454-53-1, 44.7 g) and ethylene glycol (100 ml) in toluene and the resultant mixture was heated under reflux overnight. After cooling the mixture to room temperature, ice water (500 ml) and a saturated aqueous solution (300 ml) of sodium bicarbonate were added thereto followed by extraction with ethyl acetate (400 ml) for three times. The organic phase was... Reactants: CCOC(=O)CC1(c2ccc(NC(=O)Cc3ccc(NC(=O)Nc4ccccc4C)c(OC)c3)cc2)Cc2ccccc2C1, CCO, [Na+], [OH-]. The product is COc1cc(CC(=O)Nc2ccc(C3(CC(=O)O)Cc4ccccc4C3)cc2)ccc1NC(=O)Nc1ccccc1C. Reaction SMILES: [CH2:1]([CH3:2])[O:3][C:4]([CH2:5][C:6]1([c:15]2[cH:16][cH:17][c:18]([NH:21][C:22]([CH2:23][c:24]3[cH:25][c:26]([O:41][CH3:42])[c:27]([NH:30][C:31](=[O:32])[NH:33][c:34]4[c:35]([CH3:40])[cH:36][cH:37][cH:38][cH:39]4)[cH:28][cH:29]3)=[O:43])[cH:19][cH:20]2)[CH2:7][c:8]2[cH:9][cH:10][cH:11][cH:12][c:13]2[CH2:14]1)=[O:44].[CH3:47][CH2:48][OH:49].[Na+:46].[OH-:45]>>[O:3]=[C:4]([CH2:5][C:6]1([c:15]2[cH:16][cH:17][c:18]([NH:21][C:22]([CH2:23][c:24]3[cH:25][c:26]([O:41][CH3:42])[c:27]([NH:30][C:31](=[O:32])[NH:33][c:34]4[c:35]([CH3:40])[cH:36][cH:37][cH:38][cH:39]4)[cH:28][cH:29]3)=[O:43])[cH:19][cH:20]2)[CH2:7][c:8]2[cH:9][cH:10][cH:11][cH:12][c:13]2[CH2:14]1)[OH:44]. The reactants are CC=C(C)C, COC(=O)c1sc(C=O)cc1C(C)C, [Cl-], [Na+], C1COCCO1, O. Yields the product COC(=O)c1sc(C(=O)O)cc1C(C)C. Reaction SMILES: [CH3:15][C:16](=[CH:17][CH3:18])[CH3:19].[CH3:1][O:2][C:3](=[O:4])[c:5]1[s:6][c:7]([CH:13]=[O:14])[cH:8][c:9]1[CH:10]([CH3:11])[CH3:12].[Cl-:21].[Na+:20].[O:22]1[CH2:23][CH2:24][O:25][CH2:26][CH2:27]1.[OH2:28]>>[CH3:1][O:2][C:3](=[O:4])[c:5]1[s:6][c:7]([C:13](=[O:14])[OH:22])[cH:8][c:9]1[CH:10]([CH3:11])[CH3:12]. Starting materials: CCCCCCCCCCCCCCNC(=O)CCCCCCCCCCCCC, CCCCCCCCCCCCCC(=O)Cl, CCCCCCCCCCCCCCN, C1CCC2=NCCCN2CC1, ClCCl. Yields the product CCCCCCCCCCCCCCNCCCCCCCCCCCCCC. RXN SMILES: [C:17]([CH2:18][CH2:19][CH2:20][CH2:21][CH2:22][CH2:23][CH2:24][CH2:25][CH2:26][CH2:27][CH2:28][CH2:29][CH3:30])(=[O:31])[NH:32][CH2:33][CH2:34][CH2:35][CH2:36][CH2:37][CH2:38][CH2:39][CH2:40][CH2:41][CH2:42][CH2:43][CH2:44][CH2:45][CH3:46].[C:1]([Cl:2])(=[O:3])[CH2:4][CH2:5][CH2:6][CH2:7][CH2:8][CH2:9][CH2:10][CH2:11][CH2:12][CH2:13][CH2:14][CH2:15][CH3:16].[CH2:47]([NH2:48])[CH2:49][CH2:50][CH2:51][CH2:52][CH2:53][CH2:54][CH2:55][CH2:56][CH2:57][CH2:58][CH2:59][CH2:60][CH3:61].[CH2:62]1[CH2:63][CH2:64][C:65]2=[N:70][CH2:69][CH2:68][CH2:67][N:66]2[CH2:71][CH2:72]1.[Cl:73][CH2:74][Cl:75]>>[CH2:17]([CH2:18][CH2:19][CH2:20][CH2:21][CH2:22][CH2:23][CH2:24][CH2:25][CH2:26][CH2:27][CH2:28][CH2:29][CH3:30])[NH:32][CH2:33][CH2:34][CH2:35][CH2:36][CH2:37][CH2:38][CH2:39][CH2:40][CH2:41][CH2:42][CH2:43][CH2:44][CH2:45][CH3:46].